From a dataset of the Open Reaction Database (ORD), a public repository of structured organic reaction records. describe an organic reaction: reactants, conditions, products, and yield Reactants: CCOC(C)=O, CO, COC(=O)C1=C(C)N(C)C(=O)CC1c1ccc(Cl)cc1, [Na+], [OH-], O. Product: CC1=C(C(=O)O)C(c2ccc(Cl)cc2)CC(=O)N1C. RXN SMILES: [CH3:24][CH2:25][O:26][C:27]([CH3:28])=[O:29].[CH3:30][OH:31].[Cl:1][c:2]1[cH:3][cH:4][c:5]([CH:8]2[C:9]([C:17](=[O:18])[O:19][CH3:20])=[C:10]([CH3:16])[N:11]([CH3:15])[C:12](=[O:14])[CH2:13]2)[cH:6][cH:7]1.[Na+:22].[OH-:21].[OH2:23]>>[Cl:1][c:2]1[cH:3][cH:4][c:5]([CH:8]2[C:9]([C:17](=[O:18])[OH:19])=[C:10]([CH3:16])[N:11]([CH3:15])[C:12](=[O:14])[CH2:13]2)[cH:6][cH:7]1. Reactants: ClCCl, O=C=NS(=O)(=O)Oc1ccccc1F, COc1nc(N)nc2nccnc12. Product: COc1nc(NC(=O)NS(=O)(=O)Oc2ccccc2F)nc2nccnc12. RXN SMILES: [CH2:28]([Cl:29])[Cl:30].[F:14][c:15]1[c:16]([O:17][S:18](=[O:19])(=[O:20])[N:21]=[C:22]=[O:23])[cH:24][cH:25][cH:26][cH:27]1.[NH2:1][c:2]1[n:3][c:4]2[n:5][cH:6][cH:7][n:8][c:9]2[c:10]([O:12][CH3:13])[n:11]1>>[NH:1]([c:2]1[n:3][c:4]2[n:5][cH:6][cH:7][n:8][c:9]2[c:10]([O:12][CH3:13])[n:11]1)[C:22]([NH:21][S:18]([O:17][c:16]1[c:15]([F:14])[cH:27][cH:26][cH:25][cH:24]1)(=[O:19])=[O:20])=[O:23]. Reactants: C(#N)CC(=O)OCC (ethyl cyanoacetate), ClC1=CC=C(CCN)C=C1 (4-chlorophenethylamine). Solvent: C(C)O (ethanol). The product is ClC1=CC=C(C=C1)CCNC(CC#N)=O (N-2-(4-chlorophenyl)ethylcyanoacetamide). Yield: 70.8%. Reaction SMILES: [C:1]([CH2:3][C:4]([O:6]CC)=O)#[N:2].[Cl:9][C:10]1[CH:18]=[CH:17][C:13]([CH2:14][CH2:15][NH2:16])=[CH:12][CH:11]=1>C(O)C>[Cl:9][C:10]1[CH:18]=[CH:17][C:13]([CH2:14][CH2:15][NH:16][C:4](=[O:6])[CH2:3][C:1]#[N:2])=[CH:12][CH:11]=1. Procedure: 5.6 g of ethyl cyanoacetate and 7.8 g of 4-chlorophenethylamine are refluxed for 9 h in 50 ml of ethanol to give a solution. After concentration and cooling, this solution gives a residue which crystallizes. This is taken up with ether, filtered off and washed with ether to give 7.8 g of N-2-(4-chlorophenyl)ethylcyanoacetamide in the form of a white solid melting at 122° C. Yield 70%. The reactants are C(C1=CC=CC=C1)OC(=O)N1C(OC([C@@H]1CC1CCCCC1)C(CN(CC)CC)O)(C)C ((4S,5RS)-3-benzyloxycarbonyl-4-cyclohexylmethyl-2,2-dimethyl-5-[(1RS)-1-hydroxy-2-(diethylamino)ethyl]oxazolidine). RXN SMILES: C(OC([N:11]1[C@@H:15]([CH2:16][CH:17]2[CH2:22][CH2:21][CH2:20][CH2:19][CH2:18]2)[CH:14]([CH:23]([OH:30])[CH2:24][N:25]([CH2:28][CH3:29])[CH2:26][CH3:27])[O:13]C1(C)C)=O)C1C=CC=CC=1>C(O)C.[Pd]>[NH2:11][C@@H:15]([CH2:16][CH:17]1[CH2:18][CH2:19][CH2:20][CH2:21][CH2:22]1)[CH:14]([OH:13])[CH:23]([OH:30])[CH2:24][N:25]([CH2:26][CH3:27])[CH2:28][CH3:29]. Isolated yield 109.9%. The product is N[C@H](C(C(CN(CC)CC)O)O)CC1CCCCC1 ((2RS,3RS,4S)-4-amino-5-cyclohexyl-1-diethylamino-2,3-pentanediol). Reagents/catalysts: [Pd] (palladium black). Solvent: C(C)O (ethanol). Procedure details: 44 mg of (4S,5RS)-3-benzyloxycarbonyl-4-cyclohexylmethyl-2,2-dimethyl-5-[(1RS)-1-hydroxy-2-(diethylamino)ethyl]oxazolidine was dissolved in 1.5 ml of ethanol, and palladium black was added thereto. The mixture was treated in the same manner as in Example 17 to obtain 29.5 mg of (2RS,3RS,4S)-4-amino-5-cyclohexyl-1-diethylamino-2,3-pentanediol as colorless oily substance.